From a dataset of the Open Reaction Database (ORD), a public repository of structured organic reaction records. describe an organic reaction: reactants, conditions, products, and yield Reaction SMILES: [F:1][C:2]([F:21])([F:20])[C:3]1[CH:8]=[CH:7][C:6]([C:9]2[CH:10]=[C:11]3[C:16](=[CH:17][CH:18]=2)[NH:15][C:14](=[O:19])[CH2:13][CH2:12]3)=[CH:5][CH:4]=1.[OH-].[Na+].[C:24]([O:28][CH2:29][CH3:30])(=[O:27])[CH:25]=[CH2:26]>O1CCCC1.CN(C)C=O>[O:19]=[C:14]1[CH2:13][CH2:12][C:11]2[C:16](=[CH:17][CH:18]=[C:9]([C:6]3[CH:5]=[CH:4][C:3]([C:2]([F:1])([F:20])[F:21])=[CH:8][CH:7]=3)[CH:10]=2)[N:15]1[CH2:26][CH2:25][C:24]([O:28][CH2:29][CH3:30])=[O:27] |f:1.2|. Product: O=C1N(C2=CC=C(C=C2CC1)C1=CC=C(C=C1)C(F)(F)F)CCC(=O)OCC (ethyl 3-(2-oxo-6-(4-(trifluoromethyl)phenyl)-3,4-dihydroquinolin-1(2H)-yl)propanoate). The reactants are FC(C1=CC=C(C=C1)C=1C=C2CCC(NC2=CC1)=O)(F)F (6-(4-(trifluoromethyl)phenyl)-3,4-dihydroquinolin-2(1H)-one), [OH-].[Na+] (sodium hydroxide), [OH-].[Na+] (sodium hydroxide), C(C=C)(=O)OCC (ethyl acrylate). Isolated yield 58.0%. Reported procedure: To a solution of 6-(4-(trifluoromethyl)phenyl)-3,4-dihydroquinolin-2(1H)-one, prepared as described above (90 mg, 0.31 mmol) in anhydrous tetrahydrofuran (3 mL) was added at room temperature 20-40 mesh beads of sodium hydroxide (48 mg, 1.20 mmol) and ethyl acrylate (1.200 g, 1.20 mmol) in anhydrous N,N-dimethylformamide (1 mL). The reaction mixture was stirred for 4 hours under an atmosphere of dry N2, followed by addition of a second portion of sodium hydroxide (96 mg, 2.40 mmol). The reaction ... Conditions: time 4 hour. Run in O1CCCC1 (tetrahydrofuran), CN(C=O)C (N,N-dimethylformamide).